This data is from the Open Reaction Database (ORD), a public repository of structured organic reaction records. The task is: describe an organic reaction: reactants, conditions, products, and yield Reactants: Cl.NCCOC=1C=C(C=NC1)C=1C=C2CCC(N(C2=CC1)C)=O (6-[5-(2-Amino-ethoxy)-pyridin-3-yl]-1-methyl-3,4-dihydro-1H-quinolin-2-one hydrochloride), C(CC)(=O)O (propionic acid). The product is CN1C(CCC2=CC(=CC=C12)C=1C=C(C=NC1)OCCNC(CC)=O)=O (N-{2-[5-(1-Methyl-2-oxo-1,2,3,4-tetrahydro-quinolin-6-yl)-pyridin-3-yloxy]-ethyl}-propionamide). Reaction SMILES: Cl.[NH2:2][CH2:3][CH2:4][O:5][C:6]1[CH:7]=[C:8]([C:12]2[CH:13]=[C:14]3[C:19](=[CH:20][CH:21]=2)[N:18]([CH3:22])[C:17](=[O:23])[CH2:16][CH2:15]3)[CH:9]=[N:10][CH:11]=1.[C:24](O)(=[O:27])[CH2:25][CH3:26]>>[CH3:22][N:18]1[C:19]2[C:14](=[CH:13][C:12]([C:8]3[CH:7]=[C:6]([O:5][CH2:4][CH2:3][NH:2][C:24](=[O:27])[CH2:25][CH3:26])[CH:11]=[N:10][CH:9]=3)=[CH:21][CH:20]=2)[CH2:15][CH2:16][C:17]1=[O:23] |f:0.1|. Procedure: In analogy to the procedure described for the preparation of example 37, 6-[5-(2-amino-ethoxy)-pyridin-3-yl]-1-methyl-3,4-dihydro-1H-quinolin-2-one hydrochloride (example 42) has been reacted with propionic acid to give the title compound as a white solid. MS: 354.3 (M+H+).